This data is from the Open Reaction Database (ORD), a public repository of structured organic reaction records. The task is: describe an organic reaction: reactants, conditions, products, and yield The reactants are C(C)(C)(C)OC(NC1CN(C(C1)=O)C1=CC=C(C=C1)O)=O ((RS)-[1-(4-hydroxy-phenyl)-5-oxo-pyrrolidin-3-yl]-carbamic acid tert-butyl ester), FC=1C=C(CBr)C=CC1 (3-fluorobenzyl-bromide), C([O-])([O-])=O.[K+].[K+] (potassium carbonate). The solvent is CC(CC)=O (2-butanone), C(C)(=O)OCC (ethyl acetate). Run at temperature 50 celsius, time 18 hour. Yields the product C(C)(C)(C)OC(NC1CN(C(C1)=O)C1=CC=C(C=C1)OCC1=CC(=CC=C1)F)=O ((RS)-{1-[4-(3-fluoro-benzyloxy)-phenyl]-5-oxo-pyrrolidin-3-yl}-carbamic acid tert-butyl ester). Isolated yield 72.5%. As a reaction SMILES: [C:1]([O:5][C:6](=[O:21])[NH:7][CH:8]1[CH2:12][C:11](=[O:13])[N:10]([C:14]2[CH:19]=[CH:18][C:17]([OH:20])=[CH:16][CH:15]=2)[CH2:9]1)([CH3:4])([CH3:3])[CH3:2].[F:22][C:23]1[CH:24]=[C:25]([CH:28]=[CH:29][CH:30]=1)[CH2:26]Br.C(=O)([O-])[O-].[K+].[K+]>CC(=O)CC.C(OCC)(=O)C>[C:1]([O:5][C:6](=[O:21])[NH:7][CH:8]1[CH2:12][C:11](=[O:13])[N:10]([C:14]2[CH:15]=[CH:16][C:17]([O:20][CH2:26][C:25]3[CH:28]=[CH:29][CH:30]=[C:23]([F:22])[CH:24]=3)=[CH:18][CH:19]=2)[CH2:9]1)([CH3:4])([CH3:2])[CH3:3] |f:2.3.4|. Procedure details: A solution of 62 mg (0.21 mmol) of the crude (RS)-[1-(4-hydroxy-phenyl)-5-oxo-pyrrolidin-3-yl]-carbamic acid tert-butyl ester in 3 ml of 2-butanone is treated with 0.031 ml (0.23 mmol) of 3-fluorobenzyl-bromide and 59 mg (0.42 mmol) of potassium carbonate and the mixture is stirred at 50° C. for 18 h. For the working-up, the reaction mixture is diluted with ethyl acetate and extracted with water. The organic phase is dried over sodium sulfate and evaporated under reduced pressure. For purificati... Product: CCC1CCc2ccc(Br)cc21. As a reaction SMILES: [Br:1][c:2]1[cH:3][cH:4][c:5]2[c:9]([cH:10]1)[C:8](=[CH:11][CH3:12])[CH2:7][CH2:6]2.[CH3:15][CH2:16][O:17][C:18](=[O:19])[CH3:20].[H:13][H:14]>>[Br:1][c:2]1[cH:3][cH:4][c:5]2[c:9]([cH:10]1)[CH:8]([CH2:11][CH3:12])[CH2:7][CH2:6]2. Starting materials: CC=C1CCc2ccc(Br)cc21, CCOC(C)=O, [H][H]. Reactants: ClC1=C(C(=O)O)C(=C(C=C1)[N+](=O)[O-])NC1=CC=C(C=C1)OCC1=CC=CC=C1 (2-chloro-5-nitro-6-[[4-(phenylmethoxy)phenyl]amino]benzoic acid), CN(C1=CC=CC=C1)C (N,N-dimethylaniline), P(=O)(Cl)(Cl)Cl (phosphorus oxychloride). Run in ClCCCl (1,2-dichloroethane). Yields the product ClC1=CC=C(C=2NC3=CC=C(C=C3C(C12)=O)OCC1=CC=CC=C1)[N+](=O)[O-] (1-Chloro-4-nitro-7-(phenylmethoxy)-9-(10H)-acridinone). As a reaction SMILES: [Cl:1][C:2]1[CH:10]=[CH:9][C:8]([N+:11]([O-:13])=[O:12])=[C:7]([NH:14][C:15]2[CH:20]=[CH:19][C:18]([O:21][CH2:22][C:23]3[CH:28]=[CH:27][CH:26]=[CH:25][CH:24]=3)=[CH:17][CH:16]=2)[C:3]=1[C:4](O)=[O:5].CN(C)C1C=CC=CC=1.P(Cl)(Cl)(Cl)=O>ClCCCl>[Cl:1][C:2]1[C:3]2[C:4](=[O:5])[C:20]3[C:15](=[CH:16][CH:17]=[C:18]([O:21][CH2:22][C:23]4[CH:28]=[CH:27][CH:26]=[CH:25][CH:24]=4)[CH:19]=3)[NH:14][C:7]=2[C:8]([N+:11]([O-:13])=[O:12])=[CH:9][CH:10]=1. Procedure details: Four grams of 2-chloro-5-nitro-6-[[4-(phenylmethoxy)phenyl]amino]benzoic acid was suspended in 80 ml of boiling 1,2-dichloroethane to which 0.2 ml of N,N-dimethylaniline was added followed by 8.0 ml of phosphorus oxychloride. The mixture was stirred under reflux for 30 minutes and cooled overnight. The resulting suspension was filtered providing the title compound as a red solid, mp 216°-217° C. Starting materials: ClC=1N=CC2=C(N(CC(C(N2)=O)(F)F)C2CCCC2)N1 (2-chloro-9-cyclopentyl-7,7-difluoro-5,7,8,9-tetrahydro-pyrimido[4,5-b][1,4]diazepin-6-one), C([O-])([O-])=O.[Cs+].[Cs+] (cesium carbonate), O (water), ICC (iodoethane). Yields the product ClC=1N=CC2=C(N(CC(C(N2CC)=O)(F)F)C2CCCC2)N1 (2-chloro-9-cyclopentyl-5-ethyl-7,7-difluoro-5,7,8,9-tetrahydro-pyrimido[4,5-b][1,4]diazepin-6-one). RXN SMILES: [Cl:1][C:2]1[N:3]=[CH:4][C:5]2[NH:11][C:10](=[O:12])[C:9]([F:14])([F:13])[CH2:8][N:7]([CH:15]3[CH2:19][CH2:18][CH2:17][CH2:16]3)[C:6]=2[N:20]=1.C(=O)([O-])[O-].[Cs+].[Cs+].I[CH2:28][CH3:29].O>CN(C)C=O>[Cl:1][C:2]1[N:3]=[CH:4][C:5]2[N:11]([CH2:28][CH3:29])[C:10](=[O:12])[C:9]([F:14])([F:13])[CH2:8][N:7]([CH:15]3[CH2:19][CH2:18][CH2:17][CH2:16]3)[C:6]=2[N:20]=1 |f:1.2.3|. The solvent is CN(C=O)C (dimethylformamide). The yield is 82.5%. Reaction conditions: time 18 hour. Procedure: To a stirred solution of 1.0 g (0.0033 mole) of 2-chloro-9-cyclopentyl-7,7-difluoro-5,7,8,9-tetrahydro-pyrimido[4,5-b][1,4]diazepin-6-one (VI-20) in 10 mL of dimethylformamide was added 3.23 g (0.0099 mole) of cesium carbonate followed by 0.8 mL (0.0099 mole) of iodoethane. The mixture was stirred at room temperature for 18 hours, then water was added. After 15 minutes, the mixture was extracted with ethyl acetate. The organic layer was washed with water, 5% aqueous sodium metabisulfite solution...